Dataset: the Open Reaction Database (ORD), a public repository of structured organic reaction records. Task: describe an organic reaction: reactants, conditions, products, and yield The reactants are Cl.FC(C(=O)NC1=CC(=CC=C1)C1=NN2C(C=CC=C2)=C1C1=NC(=NC=C1)NC1=CC(=CC=C1)C1=CN=CO1)(F)F (2,2,2-trifluoro-N-{3-[3-(2-{[3-(1,3-oxazol-5-yl)phenyl]amino}-4-pyrimidinyl)pyrazolo[1,5-a]pyridin-2-yl]phenyl}acetamide hydrochloride), [Li+].[OH-] (LiOH). The solvent is C1CCOC1 (THF), O (water). Product: NC=1C=C(C=CC1)C1=NN2C(C=CC=C2)=C1C1=NC(=NC=C1)NC1=CC(=CC=C1)C1=CN=CO1 (4-[2-(3-Aminophenyl)pyrazolo[1,5-a]pyridin-3-yl]-N-[3-(1,3-oxazol-5-yl)phenyl]-2-pyrimidinamine). The yield is 98.0%. Reaction SMILES: Cl.FC(F)(F)C([NH:6][C:7]1[CH:12]=[CH:11][CH:10]=[C:9]([C:13]2[C:21]([C:22]3[CH:27]=[CH:26][N:25]=[C:24]([NH:28][C:29]4[CH:34]=[CH:33][CH:32]=[C:31]([C:35]5[O:39][CH:38]=[N:37][CH:36]=5)[CH:30]=4)[N:23]=3)=[C:16]3[CH:17]=[CH:18][CH:19]=[CH:20][N:15]3[N:14]=2)[CH:8]=1)=O.[Li+].[OH-]>C1COCC1.O>[NH2:6][C:7]1[CH:8]=[C:9]([C:13]2[C:21]([C:22]3[CH:27]=[CH:26][N:25]=[C:24]([NH:28][C:29]4[CH:34]=[CH:33][CH:32]=[C:31]([C:35]5[O:39][CH:38]=[N:37][CH:36]=5)[CH:30]=4)[N:23]=3)=[C:16]3[CH:17]=[CH:18][CH:19]=[CH:20][N:15]3[N:14]=2)[CH:10]=[CH:11][CH:12]=1 |f:0.1,2.3|. Procedure: A solution of 2,2,2-trifluoro-N-{3-[3-(2-{[3-(1,3-oxazol-5-yl)phenyl]amino}-4-pyrimidinyl)pyrazolo[1,5-a]pyridin-2-yl]phenyl}acetamide hydrochloride (0.68 g, 1.26 mmol) and LiOH (69 mg, 1.64 mmol) in THF (15 mL) and water (5 mL) was stirred for 6 h at 50° C. The reaction was extracted with DCM. The combined organic phases were dried over MgSO4 and evaporated down to give the title compound as a tan solid, (0.55 g, 98% yield). 1H NMR (400 MHz, d6-DMSO): δ 9.73 (s, 1H), 8.82 (d, J=6.7 Hz, 1H), 8.6... Reactants: C(C)(=O)C1=CC(=C(OCCCOC2=C(C3=C(CCC(O3)C(=O)OCC)C=C2)CCC)C=C1O)CC (ethyl 7-[3-(4-acetyl-2-ethyl-5-hydroxyphenoxy)propoxy]-3,4-dihydro-8-propyl-2H-1-benzopyran-2-carboxylate), [OH-].[Na+] (sodium hydroxide). Run in O1CCOCC1 (dioxane). Product: C(C)(=O)C1=CC(=C(OCCCOC2=C(C3=C(CCC(O3)C(=O)O)C=C2)CCC)C=C1O)CC (7-[3-(4-acetyl-2-ethyl-5-hydroxyphenoxy)propoxy]-3,4-dihydro-8-propyl-2H-1-benzopyran-2-carboxylic acid). Isolated yield 47.0%. Reaction SMILES: [C:1]([C:4]1[C:32]([OH:33])=[CH:31][C:7]([O:8][CH2:9][CH2:10][CH2:11][O:12][C:13]2[CH:27]=[CH:26][C:16]3[CH2:17][CH2:18][CH:19]([C:21]([O:23]CC)=[O:22])[O:20][C:15]=3[C:14]=2[CH2:28][CH2:29][CH3:30])=[C:6]([CH2:34][CH3:35])[CH:5]=1)(=[O:3])[CH3:2].[OH-].[Na+]>O1CCOCC1>[C:1]([C:4]1[C:32]([OH:33])=[CH:31][C:7]([O:8][CH2:9][CH2:10][CH2:11][O:12][C:13]2[CH:27]=[CH:26][C:16]3[CH2:17][CH2:18][CH:19]([C:21]([OH:23])=[O:22])[O:20][C:15]=3[C:14]=2[CH2:28][CH2:29][CH3:30])=[C:6]([CH2:34][CH3:35])[CH:5]=1)(=[O:3])[CH3:2] |f:1.2|. Procedure details: A solution of ethyl 7-[3-(4-acetyl-2-ethyl-5-hydroxyphenoxy)propoxy]-3,4-dihydro-8-propyl-2H-1-benzopyran-2-carboxylate in dioxane (3.5 M solution) was treated with 2N sodium hydroxide (3.0 eqv) and stirred at room temperature. After stirring for 4 hours, the dioxane was removed from the reaction, and the remaining solution was diluted with water and acidified with 5N hydrochloric acid. The resulting milky solution was extracted with ethyl acetate. The ethyl acetate extract was dried over magnes... Reactants: N1(C=NC=C1)C1=NS(C2=C(N1)C=CC(=C2)C(F)(F)F)(=O)=O (3-(Imidazol-1-yl)-7-trifluoromethyl-4H-1,2,4-benzothiadiazine 1,1-dioxide), C1(CC1)CN (cyclopropylmethylamine). Product: C1(CC1)CNC1=NS(C2=C(N1)C=CC(=C2)C(F)(F)F)(=O)=O (3-Cyclopropylmethylamino-7-trifluoromethyl-4H-1,2,4-benzothiadiazine 1,1-dioxide). As a reaction SMILES: [N:1]1([C:6]2[NH:11][C:10]3[CH:12]=[CH:13][C:14]([C:16]([F:19])([F:18])[F:17])=[CH:15][C:9]=3[S:8](=[O:21])(=[O:20])[N:7]=2)[CH:5]=[CH:4]N=C1.[CH:22]1(CN)C[CH2:23]1>>[CH:4]1([CH2:5][NH:1][C:6]2[NH:11][C:10]3[CH:12]=[CH:13][C:14]([C:16]([F:17])([F:19])[F:18])=[CH:15][C:9]=3[S:8](=[O:20])(=[O:21])[N:7]=2)[CH2:23][CH2:22]1. Procedure: 3-(Imidazol-1-yl)-7-trifluoromethyl-4H-1,2,4-benzothiadiazine 1,1-dioxide was treated with cyclopropylmethylamine according to the general procedure Method D to give the title compound; m.p. 266-268° C. Starting materials: CNCc1c(C)c2ccccc2n1C, C(=NC1CCCCC1)=NC1CCCCC1, ClCCl, Nc1ccc(C=CC(=O)O)cn1, CN(C)C=O, O, On1nnc2ccccc21. Product: Cc1c(CN(C)C(=O)C=Cc2ccc(N)nc2)n(C)c2ccccc12. As a reaction SMILES: [CH3:1][n:2]1[c:3]([CH2:12][NH:13][CH3:14])[c:4]([CH3:11])[c:5]2[cH:6][cH:7][cH:8][cH:9][c:10]12.[CH:38]1([N:39]=[C:40]=[N:41][CH:42]2[CH2:43][CH2:44][CH2:45][CH2:46][CH2:47]2)[CH2:48][CH2:49][CH2:50][CH2:51][CH2:52]1.[Cl:58][CH2:59][Cl:60].[NH2:15][c:16]1[cH:17][cH:18][c:19]([CH:22]=[CH:23][C:24](=[O:25])[OH:26])[cH:20][n:21]1.[O:53]=[CH:54][N:55]([CH3:56])[CH3:57].[OH2:37].[OH:27][n:28]1[c:29]2[c:30]([cH:31][cH:32][cH:33][cH:34]2)[n:35][n:36]1>>[CH3:1][n:2]1[c:3]([CH2:12][N:13]([CH3:14])[C:24]([CH:23]=[CH:22][c:19]2[cH:18][cH:17][c:16]([NH2:15])[n:21][cH:20]2)=[O:26])[c:4]([CH3:11])[c:5]2[cH:6][cH:7][cH:8][cH:9][c:10]12.